From a dataset of the Open Reaction Database (ORD), a public repository of structured organic reaction records. describe an organic reaction: reactants, conditions, products, and yield Starting materials: ClC1=C(C(=NC=C1)N)I (4-chloro-3-iodopyridin-2-amine), COC(C1=C(C=CC(=C1)OCCCN1CCOCC1)B1OC(C(O1)(C)C)(C)C)=O (5-(3-morpholin-4-yl-propoxy)-2-(4,4,5,5-tetramethyl[1,3,2]-dioxaborolan-2-yl)-benzoic acid methyl ester). The product is ClC1=C2C3=C(C(NC2=NC=C1)=O)C=C(C=C3)OCCCN3CCOCC3 (1-Chloro-8-(3-morpholin-4-yl-propoxy)-5H-benzo[c][1,8]naphthyridin-6-one). The yield is 23.3%. RXN SMILES: [Cl:1][C:2]1[CH:7]=[CH:6][N:5]=[C:4]([NH2:8])[C:3]=1I.C[O:11][C:12](=O)[C:13]1[CH:18]=[C:17]([O:19][CH2:20][CH2:21][CH2:22][N:23]2[CH2:28][CH2:27][O:26][CH2:25][CH2:24]2)[CH:16]=[CH:15][C:14]=1B1OC(C)(C)C(C)(C)O1>>[Cl:1][C:2]1[CH:7]=[CH:6][N:5]=[C:4]2[C:3]=1[C:14]1[CH:15]=[CH:16][C:17]([O:19][CH2:20][CH2:21][CH2:22][N:23]3[CH2:24][CH2:25][O:26][CH2:27][CH2:28]3)=[CH:18][C:13]=1[C:12](=[O:11])[NH:8]2. Procedure details: The title compound was synthesized according to the procedure described for the preparation of Example 1 using 4-chloro-3-iodopyridin-2-amine (350 mg, 1.38 mmol) and 5-(3-morpholin-4-yl-propoxy)-2-(4,4,5,5-tetramethyl[1,3,2]-dioxaborolan-2-yl)-benzoic acid methyl ester (697 mg, 1.72 mmol) to provide 226 (120 mg, 23% yield) as a white solid. LC-MS (M+H=374, obsd.=374). Reactants: Cc1cc(F)cc2c1NC(c1cccc(Br)c1)CC2(C)C, O=C([O-])[O-], CS(C)=O, [Cu]I, [K+], [K+], NC1(C(=O)O)CC1. Yields the product Cc1cc(F)cc2c1NC(c1cccc(NC3(C(=O)O)CC3)c1)CC2(C)C. Reaction SMILES: [Br:1][c:2]1[cH:3][c:4]([CH:8]2[NH:9][c:10]3[c:11]([CH3:21])[cH:12][c:13]([F:20])[cH:14][c:15]3[C:16]([CH3:18])([CH3:19])[CH2:17]2)[cH:5][cH:6][cH:7]1.[C:29](=[O:30])([O-:31])[O-:32].[CH3:35][S:36](=[O:37])[CH3:38].[Cu:39][I:40].[K+:33].[K+:34].[NH2:22][C:23]1([C:26](=[O:27])[OH:28])[CH2:24][CH2:25]1>>[c:2]1([NH:22][C:23]2([C:26](=[O:27])[OH:28])[CH2:24][CH2:25]2)[cH:3][c:4]([CH:8]2[NH:9][c:10]3[c:11]([CH3:21])[cH:12][c:13]([F:20])[cH:14][c:15]3[C:16]([CH3:18])([CH3:19])[CH2:17]2)[cH:5][cH:6][cH:7]1. Reactants: COC1=CC=C(C=C1)C1=C2CC(NC2=CC=C1)=O (4-(4-methoxy-phenyl)-1,3-dihydro-indol-2-one), CC1=C(NC(=C1)C)C=O (3,5-dimethyl-1H-pyrrole-2-carbaldehyde). Run in C(C)O (ethanol). Conditions: time 3 day. The product is CC1=C(NC(=C1)C)C=C1C(NC2=CC=CC(=C12)C1=CC=C(C=C1)OC)=O (3-(3,5-Dimethyl-1H-pyrrol-2-ylmethylene)-4-(4-methoxy-phenyl)-1,3-dihydro-indol-2-one). Isolated yield 66.2%. Procedure: To a solution of 4-(4-methoxy-phenyl)-1,3-dihydro-indol-2-one (59.8 mg, 0.25 mmol) and 3,5-dimethyl-1H-pyrrole-2-carbaldehyde (32 mg, 0.26 mmol) in ethanol (2 mL) was added piperidine (3 drops). The reaction mixture was stirred at room temperature for three days. A yellow solid product was precipitated out, filtered, washed by ethanol for three times, and dried under high vacuum to provide pure product 3-(3,5-Dimethyl-1H-pyrrol-2-ylmethylene)-4-(4-methoxy-phenyl)-1,3-dihydro-indol-2-one as a yel... The reagents and catalysts are N1CCCCC1 (piperidine). Reaction SMILES: [CH3:1][O:2][C:3]1[CH:8]=[CH:7][C:6]([C:9]2[CH:17]=[CH:16][CH:15]=[C:14]3[C:10]=2[CH2:11][C:12](=[O:18])[NH:13]3)=[CH:5][CH:4]=1.[CH3:19][C:20]1[CH:24]=[C:23]([CH3:25])[NH:22][C:21]=1[CH:26]=O>C(O)C.N1CCCCC1>[CH3:19][C:20]1[CH:24]=[C:23]([CH3:25])[NH:22][C:21]=1[CH:26]=[C:11]1[C:10]2[C:14](=[CH:15][CH:16]=[CH:17][C:9]=2[C:6]2[CH:7]=[CH:8][C:3]([O:2][CH3:1])=[CH:4][CH:5]=2)[NH:13][C:12]1=[O:18]. Reactants: ( f ), C(C)(C)(C)OC(=O)N1C[C@H]([C@@H]([C@H](C1)O)C1=CC=C(C=C1)OCCCOC1=C(C=CC=C1)Cl)OC[C@@H]1OC(OC1)(C)C ((3S,4R,5R)-4-[4-[3-(2-chloro-phenoxy)-propoxy]-phenyl]-3-[(4S)-2,2-dimethyl-[1,3]dioxolan-4-ylmethoxy]5-hydroxy-piperidine-1-carboxylic acid tert-butyl ester), ClCC=1C=C(C2=CC=CC=C2C1)OC (3-chloromethyl-1-methoxy-naphthalene), ( α ). Yields the product C(C)(C)(C)OC(=O)N1C[C@H]([C@@H]([C@H](C1)OCC1=CC2=CC=CC=C2C(=C1)OC)C1=CC=C(C=C1)OCCCOC1=C(C=CC=C1)Cl)OC[C@@H]1OC(OC1)(C)C ((3S,4R,5R)-4-[4-[3-(2-chloro-phenoxy)-propoxy]-phenyl]-3-[(4S)-2,2-dimethyl-[1,3]dioxolan-4-ylmethoxy]-5-(4-methoxy-naphthalen-2-ylmethoxy)-piperidine-1-carboxylic acid tert-butyl ester). RXN SMILES: [C:1]([O:5][C:6]([N:8]1[CH2:13][C@H:12]([OH:14])[C@@H:11]([C:15]2[CH:20]=[CH:19][C:18]([O:21][CH2:22][CH2:23][CH2:24][O:25][C:26]3[CH:31]=[CH:30][CH:29]=[CH:28][C:27]=3[Cl:32])=[CH:17][CH:16]=2)[C@H:10]([O:33][CH2:34][C@H:35]2[CH2:39][O:38][C:37]([CH3:41])([CH3:40])[O:36]2)[CH2:9]1)=[O:7])([CH3:4])([CH3:3])[CH3:2].Cl[CH2:43][C:44]1[CH:45]=[C:46]([O:54][CH3:55])[C:47]2[C:52]([CH:53]=1)=[CH:51][CH:50]=[CH:49][CH:48]=2>>[C:1]([O:5][C:6]([N:8]1[CH2:13][C@H:12]([O:14][CH2:43][C:44]2[CH:45]=[C:46]([O:54][CH3:55])[C:47]3[C:52](=[CH:51][CH:50]=[CH:49][CH:48]=3)[CH:53]=2)[C@@H:11]([C:15]2[CH:20]=[CH:19][C:18]([O:21][CH2:22][CH2:23][CH2:24][O:25][C:26]3[CH:31]=[CH:30][CH:29]=[CH:28][C:27]=3[Cl:32])=[CH:17][CH:16]=2)[C@H:10]([O:33][CH2:34][C@H:35]2[CH2:39][O:38][C:37]([CH3:41])([CH3:40])[O:36]2)[CH2:9]1)=[O:7])([CH3:4])([CH3:2])[CH3:3]. Reported procedure: In analogy to the procedure described in example 1) (f) the (3S,4R,5R)-4-[4-[3-(2-chloro-phenoxy)-propoxy]-phenyl]-3-[(4S)-2,2-dimethyl-[1,3]dioxolan-4-ylmethoxy]5-hydroxy-piperidine-1-carboxylic acid tert-butyl ester was reacted with the 3-chloromethyl-1-methoxy-naphthalene [example 1) (α)] to yield the (3S,4R,5R)-4-[4-[3-(2-chloro-phenoxy)-propoxy]-phenyl]-3-[(4S)-2,2-dimethyl-[1,3]dioxolan-4-ylmethoxy]-5-(4-methoxy-naphthalen-2-ylmethoxy)-piperidine-1-carboxylic acid tert-butyl ester as color... Yields the product CCCC(O)(Cl)c1cccc(Br)c1. Reactants: CCCC(O)c1cccc(Br)c1, Cc1ccccc1, O=S(Cl)Cl. Reaction SMILES: [Br:1][c:2]1[cH:3][c:4]([CH:8]([CH2:9][CH2:10][CH3:11])[OH:12])[cH:5][cH:6][cH:7]1.[CH3:17][c:18]1[cH:19][cH:20][cH:21][cH:22][cH:23]1.[S:13]([Cl:14])([Cl:15])=[O:16]>>[Br:1][c:2]1[cH:3][c:4]([C:8]([CH2:9][CH2:10][CH3:11])([OH:12])[Cl:15])[cH:5][cH:6][cH:7]1. Reported procedure: A solution of N-tert-butoxycarbonyl-4-hydroxymethyl-4-(3-tolylsulfanyl)piperidine (0.27 g) in dichloromethane (25 mL) at 0° C. was saturated with hydrogen chloride gas. The resultant solution was sealed with a rubber septum and stirred at 0° C. for one h. The product solution was concentrated under vacuum to provide the title compound. Solvent: ClCCl (dichloromethane). Run at temperature 0 celsius, time 1 hour. Starting materials: C(C)(C)(C)OC(=O)N1CCC(CC1)(SC=1C=C(C=CC1)C)CO (N-tert-butoxycarbonyl-4-hydroxymethyl-4-(3-tolylsulfanyl)piperidine), Cl (hydrogen chloride), resultant solution. As a reaction SMILES: C(OC([N:8]1[CH2:13][CH2:12][C:11]([CH2:22][OH:23])([S:14][C:15]2[CH:16]=[C:17]([CH3:21])[CH:18]=[CH:19][CH:20]=2)[CH2:10][CH2:9]1)=O)(C)(C)C.[ClH:24]>ClCCl>[ClH:24].[OH:23][CH2:22][C:11]1([S:14][C:15]2[CH:16]=[C:17]([CH3:21])[CH:18]=[CH:19][CH:20]=2)[CH2:12][CH2:13][NH:8][CH2:9][CH2:10]1 |f:3.4|. Yields the product Cl.OCC1(CCNCC1)SC=1C=C(C=CC1)C (4-hydroxymethyl-4-(3-tolylsulfanyl)piperidine hydrochloride salt).